From a dataset of the Open Reaction Database (ORD), a public repository of structured organic reaction records. describe an organic reaction: reactants, conditions, products, and yield Reactants: O (water), C1(=CC=CC2=CC=CC=C12)O (1-naphthol), ICCCCCC (iodohexane), C(=O)([O-])[O-].[K+].[K+] (K2CO3). The solvent is C(C)#N (acetonitrile). Product: C(CCCCC)OC1=CC=CC2=CC=CC=C12 (1-Hexyloxynaphthalene). Yield: 98.4%. RXN SMILES: [C:1]1([OH:11])[C:10]2[C:5](=[CH:6][CH:7]=[CH:8][CH:9]=2)[CH:4]=[CH:3][CH:2]=1.I[CH2:13][CH2:14][CH2:15][CH2:16][CH2:17][CH3:18].C([O-])([O-])=O.[K+].[K+].O>C(#N)C>[CH2:13]([O:11][C:1]1[C:10]2[C:5](=[CH:6][CH:7]=[CH:8][CH:9]=2)[CH:4]=[CH:3][CH:2]=1)[CH2:14][CH2:15][CH2:16][CH2:17][CH3:18] |f:2.3.4|. Procedure details: 1-naphthol (5 g, 34.7 mmol), iodohexane (8.82 g, 41.6 mmol) and K2CO3 (7.2 g, 50 mmol) in acetonitrile (150 ml) were refluxed overnight under N2. After being cooled to room temperature, water (10 ml) was added and acetonitrile was evaporated. Water (150 ml) and Et2O (150 ml) were added. The ethereal layer was extracted and washed with water (2×100 ml), brine (100 ml), dried over MgSO4, filtered and evaporated to dryness to afford 7.8 g (98%) of compound 2 as an orange oil after during at 80° C. ... Starting materials: CO, O=C(N1C2CCC1CC1(C2)Oc2ccccc2-n2cccc21)C(F)(F)F, [Na+], [OH-]. The product is c1ccc2c(c1)OC1(CC3CCC(C1)N3)c1cccn1-2. RXN SMILES: [CH3:29][OH:30].[F:1][C:2]([F:3])([F:4])[C:25]([N:5]1[CH:6]2[CH2:7][C:8]3([c:9]4[n:10]([cH:18][cH:19][cH:20]4)-[c:11]4[c:12]([cH:14][cH:15][cH:16][cH:17]4)[O:13]3)[CH2:21][CH:22]1[CH2:23][CH2:24]2)=[O:26].[Na+:28].[OH-:27]>>[NH:5]1[CH:6]2[CH2:7][C:8]3([c:9]4[n:10]([cH:18][cH:19][cH:20]4)-[c:11]4[c:12]([cH:14][cH:15][cH:16][cH:17]4)[O:13]3)[CH2:21][CH:22]1[CH2:23][CH2:24]2. Reactants: CN(C=O)C (N,N-dimethylformamide), [P] (Phosphorus), [H-].[Na+] (sodium hydride), CN(C=O)C (N,N-dimethylformamide), [S] (Sulfur), O1CC12CCOCC2 (1,6-dioxaspiro[2,5]octane), NC1=C(C=C(C=C1)SC(C)(C)C)CC(C(=O)N)(C)C (2-Amino-5-(tert-butylthio)phenyl-2,2-dimethylpropanamide), CN(C=O)C (N,N-dimethylformamide). Solvent: O (Water). Run at time 30 minute. Yields the product C(C)(C)(C)C1=NC2=C(N1)C=CC(=C2)SC(C)(C)C (2-tert-Butyl-5-(tert-butylthio)-1H-benzimidazole). Reaction SMILES: [H-].[Na+].[NH2:3][C:4]1[CH:9]=[CH:8][C:7]([S:10][C:11]([CH3:14])([CH3:13])[CH3:12])=[CH:6][C:5]=1CC(C)(C)C(N)=O.O1[C:24]2([CH2:29]COC[CH2:25]2)[CH2:23]1.[P].[S].C[N:33]([CH3:36])C=O>O>[C:24]([C:36]1[NH:3][C:4]2[CH:9]=[CH:8][C:7]([S:10][C:11]([CH3:12])([CH3:13])[CH3:14])=[CH:6][C:5]=2[N:33]=1)([CH3:29])([CH3:25])[CH3:23] |f:0.1,^3:30|. Procedure details: To a suspension of sodium hydride (34 mg, 0.86 mmol) in N,N-dimethylformamide (1 mL) was added a N,N-dimethylformamide solution of N-[2-amino-5-(tert-butylthio)pheny]-2,2-dimethylpropanamide (Step C, 200 mg, 0.71 mmol) at room temperature. After stirring for 30 min, a N,N-dimethylformamide solution of 1,6-dioxaspiro[2,5]octane (Phosphorus and Sulfur and the Related Elements 1984, 19, 113-129., 98 mg, 0.86 mmol) was added. The mixture was stirred at room temperature for 3 h and at 100° C. for 5 h... The reactants are Nc1cccc(-c2c(Cc3ccccc3)cnc3c(C(F)(F)F)cccc23)c1, CC(C)Oc1ccccc1C=O. Yields the product CC(C)Oc1ccccc1CNc1cccc(-c2c(Cc3ccccc3)cnc3c(C(F)(F)F)cccc23)c1. As a reaction SMILES: [CH2:1]([c:2]1[cH:3][cH:4][cH:5][cH:6][cH:7]1)[c:8]1[cH:9][n:10][c:11]2[c:12]([C:25]([F:26])([F:27])[F:28])[cH:13][cH:14][cH:15][c:16]2[c:17]1-[c:18]1[cH:19][c:20]([NH2:24])[cH:21][cH:22][cH:23]1.[CH:29]([CH3:30])([CH3:31])[O:32][c:33]1[c:34]([CH:35]=[O:36])[cH:37][cH:38][cH:39][cH:40]1>>[CH2:1]([c:2]1[cH:3][cH:4][cH:5][cH:6][cH:7]1)[c:8]1[cH:9][n:10][c:11]2[c:12]([C:25]([F:26])([F:27])[F:28])[cH:13][cH:14][cH:15][c:16]2[c:17]1-[c:18]1[cH:19][c:20]([NH:24][CH2:35][c:34]2[c:33]([O:32][CH:29]([CH3:30])[CH3:31])[cH:40][cH:39][cH:38][cH:37]2)[cH:21][cH:22][cH:23]1. The reactants are CCc1nn(C2CCCC2)c2cc(C(=O)Nc3ccc(C(=O)OC)cc3)ccc12, CO, [Na+], [OH-]. Product: CCc1nn(C2CCCC2)c2cc(C(=O)Nc3ccc(C(=O)O)cc3)ccc12. As a reaction SMILES: [CH3:1][O:2][C:3]([c:4]1[cH:5][cH:6][c:7]([NH:10][C:11](=[O:12])[c:13]2[cH:14][cH:15][c:16]3[c:17]([CH2:27][CH3:28])[n:18][n:19]([CH:22]4[CH2:23][CH2:24][CH2:25][CH2:26]4)[c:20]3[cH:21]2)[cH:8][cH:9]1)=[O:29].[CH3:32][OH:33].[Na+:31].[OH-:30]>>[O:2]=[C:3]([c:4]1[cH:5][cH:6][c:7]([NH:10][C:11](=[O:12])[c:13]2[cH:14][cH:15][c:16]3[c:17]([CH2:27][CH3:28])[n:18][n:19]([CH:22]4[CH2:23][CH2:24][CH2:25][CH2:26]4)[c:20]3[cH:21]2)[cH:8][cH:9]1)[OH:29]. Starting materials: C1(CC1)OC=1C=C(C=CC1OC(F)F)C1=C(C2=C(C=NN(C2=O)COCC[Si](C)(C)C)N1COCC[Si](C)(C)C)CCCCC (2-(3-cyclopropoxy-4-difluoromethoxyphenyl)-3-pentyl-1,5-bis(2-trimethylsilylethoxymethyl)-1,5-dihydropyrrolo[2,3-d]pyridazin-4-one), C1(CC1)OC=1C=C(C=CC1OC(F)F)C1=C(C2=C(C=NN(C2=O)COCC[Si](C)(C)C)N1COCC[Si](C)(C)C)C (2-(3-cyclopropoxy-4-difluoromethoxyphenyl)-3-methyl-1,5-bis(2-trimethylsilylethoxymethyl)-1,5-dihydropyrrolo[2,3-d]pyridazin-4-one). The product is C1(CC1)OC=1C=C(C=CC1OC(F)F)C1=C(C2=C(C=NN(C2=O)COCC[Si](C)(C)C)N1)CCCCC (2-(3-Cyclopropoxy-4-difluoromethoxyphenyl)-3-pentyl-5-(2-trimethylsilylethoxymethyl)-1,5-dihydropyrrolo[2,3-d]-pyridazin-4-one). The yield is 63.1%. Reaction SMILES: [CH:1]1([O:4][C:5]2[CH:6]=[C:7]([C:15]3[N:32](COCC[Si](C)(C)C)[C:18]4[CH:19]=[N:20][N:21]([CH2:24][O:25][CH2:26][CH2:27][Si:28]([CH3:31])([CH3:30])[CH3:29])[C:22](=[O:23])[C:17]=4[C:16]=3[CH2:41][CH2:42][CH2:43][CH2:44][CH3:45])[CH:8]=[CH:9][C:10]=2[O:11][CH:12]([F:14])[F:13])[CH2:3][CH2:2]1.C1(OC2C=C(C3N(COCC[Si](C)(C)C)C4C=NN(COCC[Si](C)(C)C)C(=O)C=4C=3C)C=CC=2OC(F)F)CC1>>[CH:1]1([O:4][C:5]2[CH:6]=[C:7]([C:15]3[NH:32][C:18]4[CH:19]=[N:20][N:21]([CH2:24][O:25][CH2:26][CH2:27][Si:28]([CH3:30])([CH3:29])[CH3:31])[C:22](=[O:23])[C:17]=4[C:16]=3[CH2:41][CH2:42][CH2:43][CH2:44][CH3:45])[CH:8]=[CH:9][C:10]=2[O:11][CH:12]([F:14])[F:13])[CH2:3][CH2:2]1. Procedure: Reaction and post treatment were carried out in the same manner as in Example 4-(b) except for using 0.65 g (0.98 mmol) of 2-(3-cyclopropoxy-4-difluoromethoxyphenyl)-3-pentyl-1,5-bis(2-trimethylsilylethoxymethyl)-1,5-dihydropyrrolo[2,3-d]pyridazin-4-one obtained in Example 68-(b) in place of 2-(3-cyclopropoxy-4-difluoromethoxyphenyl)-3-methyl-1,5-bis(2-trimethylsilylethoxymethyl)-1,5-dihydropyrrolo[2,3-d]pyridazin-4-one, whereby 0.33 g of the title compound was obtained as a white solid. (Yield:... The reactants are BrC=1C(=CC2=C(C=3N(CCO2)C=C(N3)C(=O)N)C1)F (10-bromo-9-fluoro-5,6-dihydrobenzo[f]imidazo[1,2-d][1,4]oxazepine-2-carboxamide), CC(C)(C#C)O (2-methylbut-3-yn-2-ol). Product: FC1=CC2=C(C=3N(CCO2)C=C(N3)C(=O)N)C=C1C#CC(C)(C)O (9-fluoro-10-(3-hydroxy-3-methylbut-1-yn-1-yl)-5,6-dihydrobenzo[f]imidazo[1,2-d][1,4]oxazepine-2-carboxamide). The yield is 83.0%. As a reaction SMILES: Br[C:2]1[C:3]([F:19])=[CH:4][C:5]2[O:11][CH2:10][CH2:9][N:8]3[CH:12]=[C:13]([C:15]([NH2:17])=[O:16])[N:14]=[C:7]3[C:6]=2[CH:18]=1.[CH3:20][C:21]([OH:25])([C:23]#[CH:24])[CH3:22]>>[F:19][C:3]1[C:2]([C:24]#[C:23][C:21]([OH:25])([CH3:22])[CH3:20])=[CH:18][C:6]2[C:7]3[N:8]([CH:12]=[C:13]([C:15]([NH2:17])=[O:16])[N:14]=3)[CH2:9][CH2:10][O:11][C:5]=2[CH:4]=1. Procedure: Similar to as described in General Procedure G, 10-bromo-9-fluoro-5,6-dihydrobenzo[f]imidazo[1,2-d][1,4]oxazepine-2-carboxamide was reacted with 2-methylbut-3-yn-2-ol to give the titled compound as a brown solid (140 mg, 83%). Reactants: BrC1C2=C(OC3=C(C1=O)C=C(C=C3)F)C=CC=C2 (11-bromo-8-fluoro-11H-dibenzo[b,f]oxepin-10-one), C(C)(=S)N (thioacetamide). Solvent: CN(C=O)C (N,N-dimethylformamide). Reaction conditions: temperature 90 celsius, time 3 hour. The product is FC1=CC2=C(OC3=C(C=4SC(=NC24)C)C=CC=C3)C=C1 (5-Fluoro-2-methyl-8-oxa-1-thia-3-aza-dibenzo[e,h]azulene). RXN SMILES: Br[CH:2]1[C:8](=O)[C:7]2[CH:10]=[C:11]([F:14])[CH:12]=[CH:13][C:6]=2[O:5][C:4]2[CH:15]=[CH:16][CH:17]=[CH:18][C:3]1=2.[C:19]([NH2:22])(=[S:21])[CH3:20]>CN(C)C=O>[F:14][C:11]1[CH:12]=[CH:13][C:6]2[O:5][C:4]3[CH:15]=[CH:16][CH:17]=[CH:18][C:3]=3[C:2]3[S:21][C:19]([CH3:20])=[N:22][C:8]=3[C:7]=2[CH:10]=1. Procedure: To a solution of 11-bromo-8-fluoro-11H-dibenzo[b,f]oxepin-10-one (2.34 mmoles) in dry N,N-dimethylformamide (12 ml), thioacetamide (2.8 mmoles) was added. The reaction mixture was heated under stirring at 90° C. for 3 hours. Then the solvent was evaporated under reduced pressure and the remaining oily product was dissolved in ethyl acetate and water. After extraction the organic layers were washed with a saturated aqueous NaHCO3 solution, water and a saturated aqueous sodium chloride solution. A... Reactants: CC#N, CCN(C(C)C)C(C)C, CCCC(C)Oc1nc(N)c2nc(OC)n(CCCCCl)c2n1, [I-], [Na+], NC1CCOCC1. The product is CCCC(C)Oc1nc(N)c2nc(OC)n(CCCCNC3CCOCC3)c2n1. As a reaction SMILES: [CH3:42][C:43]#[N:44].[CH:24]([N:25]([CH2:26][CH3:27])[CH:28]([CH3:29])[CH3:30])([CH3:31])[CH3:32].[Cl:1][CH2:2][CH2:3][CH2:4][CH2:5][n:6]1[c:7]2[n:8][c:9]([O:18][CH:19]([CH2:20][CH2:21][CH3:22])[CH3:23])[n:10][c:11]([NH2:17])[c:12]2[n:13][c:14]1[O:15][CH3:16].[I-:34].[Na+:33].[O:35]1[CH2:36][CH2:37][CH:38]([NH2:41])[CH2:39][CH2:40]1>>[CH2:2]([CH2:3][CH2:4][CH2:5][n:6]1[c:7]2[n:8][c:9]([O:18][CH:19]([CH2:20][CH2:21][CH3:22])[CH3:23])[n:10][c:11]([NH2:17])[c:12]2[n:13][c:14]1[O:15][CH3:16])[NH:41][CH:38]1[CH2:37][CH2:36][O:35][CH2:40][CH2:39]1. Reported procedure: To a mixture of 2-amino-5-bromo-pyridine-3-carboxylic acid (1 g) and 6-amino-2,3-difluoro-phenol (0.669 g) placed in a round bottom flask was added polyphosphoric acid (10 g). The mixture was heated at 200° C. for 5 hours. A homogenous black mixture was obtained. The mixture was diluted in water and neutralizing to pH 8 with NaOH 2N. The heterogeneous mixture was diluted with dichloromethane. The insoluble was filtered. The organic phase was separated. The aqueous phase was extracted twice with ... Starting materials: NC1=NC=C(C=C1C(=O)O)Br (2-amino-5-bromo-pyridine-3-carboxylic acid), NC1=CC=C(C(=C1O)F)F (6-amino-2,3-difluoro-phenol), polyphosphoric acid. The product is BrC=1C=C(C(=NC1)N)C=1OC2=C(N1)C=CC(=C2F)F (5-bromo-3-(6,7-difluoro-1,3-benzoxazol-2-yl)pyridin-2-amine). The yield is 22.5%. As a reaction SMILES: [NH2:1][C:2]1[C:7]([C:8]([OH:10])=O)=[CH:6][C:5]([Br:11])=[CH:4][N:3]=1.[NH2:12][C:13]1[C:18](O)=[C:17]([F:20])[C:16]([F:21])=[CH:15][CH:14]=1>O.[OH-].[Na+].ClCCl>[Br:11][C:5]1[CH:6]=[C:7]([C:8]2[O:10][C:18]3[C:17]([F:20])=[C:16]([F:21])[CH:15]=[CH:14][C:13]=3[N:12]=2)[C:2]([NH2:1])=[N:3][CH:4]=1 |f:3.4|. Reaction conditions: temperature 200 celsius. Solvent: O (water), [OH-].[Na+] (NaOH), ClCCl (dichloromethane).